This data is from the Open Reaction Database (ORD), a public repository of structured organic reaction records. The task is: describe an organic reaction: reactants, conditions, products, and yield Reactants: C(C)N (ethylamine), C([O-])([O-])=O.[K+].[K+] (potassium carbonate), COC1=C(C=C2N=C(OC2=O)C)C=CC=C1 (4-(2′-Methoxybenzylidene)-2-methyl-4H-oxazol-5-one). Solvent: C(C)O (ethanol). Reaction conditions: temperature 80 celsius. Product: C(C)N1C(=NC(C1=O)=CC1=C(C=CC=C1)OC)C (3-ethyl-3,5-dihydro-5-(2′-methoxybenzylidene)-2-methylimidazol-4-one). Reaction SMILES: [CH3:1][O:2][C:3]1[CH:16]=[CH:15][CH:14]=[CH:13][C:4]=1[CH:5]=[C:6]1[C:10](=[O:11])O[C:8]([CH3:12])=[N:7]1.[CH2:17]([NH2:19])[CH3:18].C(=O)([O-])[O-].[K+].[K+]>C(O)C>[CH2:17]([N:19]1[C:10](=[O:11])[C:6](=[CH:5][C:4]2[CH:13]=[CH:14][CH:15]=[CH:16][C:3]=2[O:2][CH3:1])[N:7]=[C:8]1[CH3:12])[CH3:18] |f:2.3.4|. Procedure: 4-(2′-Methoxybenzylidene)-2-methyl-4H-oxazol-5-one (5 g) was dissolved in ethanol (100 ml) and an aqueous ethylamine solution (15 ml) and potassium carbonate (7 g) were added thereto. The mixture was heated at 80° C. for 5 hr. After cooling, the solvent was evaporated under reduced pressure and the precipitated yellow crystals were collected by filtration to give the title compound (1.2 g).